This data is from the Open Reaction Database (ORD), a public repository of structured organic reaction records. The task is: describe an organic reaction: reactants, conditions, products, and yield Reactants: C(=O)(O)[O-].[Na+] (NaHCO3), OC(=O)C(F)(F)F.OC1C(CNC1)NC(=O)C(CS(=O)(=O)CC1=CC=CC=C1)NC(=O)N1CCOCC1 (Morpholine-4-carboxylic acid [1-(4-hydroxy-pyrrolidin-3-ylcarbamoyl)-2-phenylmethanesulfonyl-ethyl]-amide TFA salt), C(C1=CC=CC=C1)(=O)Cl (benzoyl chloride). The solvent is O1CCOCC1 (1,4-dioxane). Reaction conditions: time 1 hour. Product: C(C1=CC=CC=C1)(=O)N1CC(C(C1)O)NC(=O)C(CS(=O)(=O)CC1=CC=CC=C1)NC(=O)N1CCOCC1 (morpholine-4-carboxylic acid [1-(1-benzoyl-4-hydroxy-pyrrolidin-3-ylcarbamoyl)-2-phenylmethane-sulfonyl-ethyl]-amide). The yield is 43.3%. As a reaction SMILES: OC(C(F)(F)F)=O.[OH:8][CH:9]1[CH2:13][NH:12][CH2:11][CH:10]1[NH:14][C:15]([CH:17]([NH:29][C:30]([N:32]1[CH2:37][CH2:36][O:35][CH2:34][CH2:33]1)=[O:31])[CH2:18][S:19]([CH2:22][C:23]1[CH:28]=[CH:27][CH:26]=[CH:25][CH:24]=1)(=[O:21])=[O:20])=[O:16].C([O-])(O)=O.[Na+].[C:43](Cl)(=[O:50])[C:44]1[CH:49]=[CH:48][CH:47]=[CH:46][CH:45]=1>O1CCOCC1>[C:43]([N:12]1[CH2:13][CH:9]([OH:8])[CH:10]([NH:14][C:15]([CH:17]([NH:29][C:30]([N:32]2[CH2:33][CH2:34][O:35][CH2:36][CH2:37]2)=[O:31])[CH2:18][S:19]([CH2:22][C:23]2[CH:24]=[CH:25][CH:26]=[CH:27][CH:28]=2)(=[O:21])=[O:20])=[O:16])[CH2:11]1)(=[O:50])[C:44]1[CH:49]=[CH:48][CH:47]=[CH:46][CH:45]=1 |f:0.1,2.3|. Reported procedure: Morpholine-4-carboxylic acid [1-(4-hydroxy-pyrrolidin-3-ylcarbamoyl)-2-phenylmethanesulfonyl-ethyl]-amide TFA salt (215 mg, 0.39 mmol) was dissolved in 1,4-dioxane (20 mL). Saturated aqueous NaHCO3 solution (10 mL) was added followed by benzoyl chloride (0.2 mL, 1.72 mmol). The mixture was stirred at ambient temperature for 1 hour and then extracted with ethyl acetate. The combined organic layers were washed with saturated aqueous NaHCO3 and brine, dried with MgSO4 and evaporated under vacuum. T... Starting materials: C(C)(C)(C)OC(=O)C1C(N(C2=C(CC1)C=CC(=C2)OC)CC)=O (3(R,S)-tert-butoxycarbonyl-1-ethyl-8-methoxy-2,3,4,5-tetrahydro-1H-1-benzazepine-2-one), BrN1C(CCC1=O)=O (N-bromosuccinimide). The solvent is C(Cl)(Cl)Cl (chloroform). The product is C(C)(C)(C)OC(=O)C1C(N(C2=C(C=C1)C=CC(=C2)OC)CC)=O (3(R,S)-tert-Butoxycarbonyl-1-ethyl-8-methoxy-2,3-dihydro-1H-1-benzazepine-2-one). The yield is 7.5%. RXN SMILES: [C:1]([O:5][C:6]([CH:8]1[CH2:14][CH2:13][C:12]2[CH:15]=[CH:16][C:17]([O:19][CH3:20])=[CH:18][C:11]=2[N:10]([CH2:21][CH3:22])[C:9]1=[O:23])=[O:7])([CH3:4])([CH3:3])[CH3:2].BrN1C(=O)CCC1=O>C(Cl)(Cl)Cl>[C:1]([O:5][C:6]([CH:8]1[CH:14]=[CH:13][C:12]2[CH:15]=[CH:16][C:17]([O:19][CH3:20])=[CH:18][C:11]=2[N:10]([CH2:21][CH3:22])[C:9]1=[O:23])=[O:7])([CH3:4])([CH3:3])[CH3:2]. Procedure details: A mixture of 3(R,S)-tert-butoxycarbonyl-1-ethyl-8-methoxy-2,3,4,5-tetrahydro-1H-1-benzazepine-2-one (0.80 g, 2.51 mmol) and N-bromosuccinimide (0.49 g, 2.76 mmol) in chloroform (20 mL) was heated at reflux for 5 hrs. The resulting reaction mixture was washed with saturated aqueous solution of NaHCO3 and water, dried over anhydrous Na2SO4, filtered and evaporated to dryness. The crude product was purified by flash chromatography on silica gel column eluted with EtOAc/n-hexane (3:7). The fractions... RXN SMILES: Cl[CH2:2][C:3]1[C:4]([S:9][CH:10]([CH3:12])[CH3:11])=[N:5][CH:6]=[CH:7][CH:8]=1.C([O:15][C:16](=[O:28])[CH2:17][CH2:18][C:19]1[CH:24]=[CH:23][C:22]([OH:25])=[C:21]([CH3:26])[C:20]=1[CH3:27])C>>[CH:10]([S:9][C:4]1[C:3]([CH2:2][O:25][C:22]2[CH:23]=[CH:24][C:19]([CH2:18][CH2:17][C:16]([OH:28])=[O:15])=[C:20]([CH3:27])[C:21]=2[CH3:26])=[CH:8][CH:7]=[CH:6][N:5]=1)([CH3:12])[CH3:11]. The yield is 78.8%. Procedure details: 3-Chloromethyl-2-isopropylsulfanyl-pyridine (25 mg, 0.12 mmol) obtained in Step C of Preparation Example 1 and 3-(4-hydroxy-2,3-dimethyl-phenyl)-propionic acid ethyl ester (30 mg, 0.13 mmol) obtained in Step D of Preparation Example 43 were used to react sequentially in the same manner as in Steps A and B of Example 1 to obtain the title compound (34 mg, 85%). The reactants are ClCC=1C(=NC=CC1)SC(C)C (3-Chloromethyl-2-isopropylsulfanyl-pyridine), C(C)OC(CCC1=C(C(=C(C=C1)O)C)C)=O (3-(4-hydroxy-2,3-dimethyl-phenyl)-propionic acid ethyl ester). The product is C(C)(C)SC1=NC=CC=C1COC1=C(C(=C(C=C1)CCC(=O)O)C)C (3-[4-(2-isopropylsulfanyl-pyridin-3-ylmethoxy)-2,3-dimethyl-phenyl]-propionic acid). Reactants: residue, [OH-].[NH4+] (ammonium hydroxide), C(C)OC(C[C@@H](CC1=CC=C(C=C1)C1=CC=CC=C1)N)=O ((R)-3-amino-4-biphenyl-4-yl-butyric acid ethyl ester), ClC(=O)OC1=CC=CC=C1 (phenyl chloroformate), N1=CC=CC=C1 (pyridine). The solvent is CS(=O)C (DMSO), C1CCOC1 (THF). Conditions: temperature 0 celsius, time 5 minute. Product: C(C)OC(C[C@@H](CC1=CC=C(C=C1)C1=CC=CC=C1)NC(=O)N)=O ((R)-4-Biphenyl-4-yl-3-ureido-butyric acid ethyl ester). As a reaction SMILES: [CH2:1]([O:3][C:4](=[O:21])[CH2:5][C@H:6]([NH2:20])[CH2:7][C:8]1[CH:13]=[CH:12][C:11]([C:14]2[CH:19]=[CH:18][CH:17]=[CH:16][CH:15]=2)=[CH:10][CH:9]=1)[CH3:2].ClC([O:25][C:26]1C=CC=CC=1)=O.[N:32]1C=CC=CC=1.[OH-].[NH4+]>C1COCC1.CS(C)=O>[CH2:1]([O:3][C:4](=[O:21])[CH2:5][C@H:6]([NH:20][C:26]([NH2:32])=[O:25])[CH2:7][C:8]1[CH:9]=[CH:10][C:11]([C:14]2[CH:15]=[CH:16][CH:17]=[CH:18][CH:19]=2)=[CH:12][CH:13]=1)[CH3:2] |f:3.4|. Reported procedure: To a suspension of (R)-3-amino-4-biphenyl-4-yl-butyric acid ethyl ester (200 mg, 0.625 mmol) in THF (10 ml) at 0° C. was added phenyl chloroformate (0.087 ml, 0.688 mmol) and pyridine (0.126 ml, 1.563 mmol). The mixture is stirred at 0° C. for 5 min then is warmed up to room temperature. LCMS monitored the reaction until it is complete. The reaction is extracted with EtOAc. The combined organic layer is washed with 1N HCl, H2O, sat. aq. NaHCO3 and brine and dried over anhydrous sodium sulfate, f... Reactants: CC1=C(C#N)C=CC(=C1)C1=NNC=C1 (2-Methyl-4-(1H-pyrazol-3-yl)benzonitrile), BrC[C@@H](C)N1C(C2=CC=CC=C2C1=O)=O ((R)-2-(1-bromopropan-2-yl)isoindoline-1,3-dione). Yields the product O=C1N(C(C2=CC=CC=C12)=O)[C@@H](CN1N=C(C=C1)C1=CC(=C(C#N)C=C1)C)C ((R)-4-(1-(2-(1,3-dioxoisoindolin-2-yl)propyl)-1H-pyrazol-3-yl)-2-methylbenzonitrile). The yield is 16.7%. Reaction SMILES: [CH3:1][C:2]1[CH:9]=[C:8]([C:10]2[CH:14]=[CH:13][NH:12][N:11]=2)[CH:7]=[CH:6][C:3]=1[C:4]#[N:5].Br[CH2:16][C@H:17]([N:19]1[C:27](=[O:28])[C:26]2[C:21](=[CH:22][CH:23]=[CH:24][CH:25]=2)[C:20]1=[O:29])[CH3:18]>>[O:29]=[C:20]1[C:21]2[C:26](=[CH:25][CH:24]=[CH:23][CH:22]=2)[C:27](=[O:28])[N:19]1[C@H:17]([CH3:18])[CH2:16][N:12]1[CH:13]=[CH:14][C:10]([C:8]2[CH:7]=[CH:6][C:3]([C:4]#[N:5])=[C:2]([CH3:1])[CH:9]=2)=[N:11]1. Procedure: 2-Methyl-4-(1H-pyrazol-3-yl)benzonitrile (2.23 g, 12.2 mmol) was reacted with (R)-2-(1-bromopropan-2-yl)isoindoline-1,3-dione (3.92 g, 14.6 mmol) using the method of Example 27(a). Crude product was purified by chromatography (CombiFlash, silica column, eluent: 0-100% EtOAc/heptane) to yield 0.753 g (17%) of the title compound. Product was used in the next step without analysis. Reactants: C(C)(C)(C)C1CCC(CC1)OC=1C=C2C=CC(=CC2=CC1)C=O (6-(4-tert-Butyl-cyclohexyloxy)-naphthalene-2-carbaldehyde), C(C)(=O)O (acetic acid), C(#N)[BH3-].[Na+] (Sodium cyanoborohydride), C(C)OC(=O)[C@H]1CNCCC1 ((R)-piperidine-3-carboxylic acid ethyl ester), CO (methanol). Reaction conditions: time 8 hour. The product is C(C)(C)(C)[C@@H]1CC[C@H](CC1)OC=1C=C2C=CC(=CC2=CC1)CN1C[C@@H](CCC1)C(=O)OCC ((R)-ethyl 1-((6-(trans-4-tert-butylcyclohexyloxy)naphthalen-2-yl)methyl)piperidine-3-carboxylate). As a reaction SMILES: [C:1]([CH:5]1[CH2:10][CH2:9][CH:8]([O:11][C:12]2[CH:13]=[C:14]3[C:19](=[CH:20][CH:21]=2)[CH:18]=[C:17]([CH:22]=O)[CH:16]=[CH:15]3)[CH2:7][CH2:6]1)([CH3:4])([CH3:3])[CH3:2].[CH2:24]([O:26][C:27]([C@@H:29]1[CH2:34][CH2:33][CH2:32][NH:31][CH2:30]1)=[O:28])[CH3:25].CO.C(O)(=O)C.C([BH3-])#N.[Na+]>>[C:1]([C@H:5]1[CH2:10][CH2:9][C@H:8]([O:11][C:12]2[CH:13]=[C:14]3[C:19](=[CH:20][CH:21]=2)[CH:18]=[C:17]([CH2:22][N:31]2[CH2:32][CH2:33][CH2:34][C@@H:29]([C:27]([O:26][CH2:24][CH3:25])=[O:28])[CH2:30]2)[CH:16]=[CH:15]3)[CH2:7][CH2:6]1)([CH3:4])([CH3:3])[CH3:2] |f:4.5|. Procedure details: 6-(4-tert-Butyl-cyclohexyloxy)-naphthalene-2-carbaldehyde (500 mg, 2 mmol) was combined with (R)-piperidine-3-carboxylic acid ethyl ester (0.51 g, 3.2 mmol) in methanol (10 mL, 200 mmol) and acetic acid (9.2 μL, 0.16 mmol). Sodium cyanoborohydride (0.25 g, 4.0 mmol) was then added and the reaction was stirred overnight at room temperature. The reaction was then quenched with water and extracted three times with ethyl acetate. Organics were combined and dried over MgSO4. Solids were removed via f... Product: CNCc1cccc(C2OC(=O)N(Cc3cc(C(F)(F)F)ccc3-c3cc(C(C)C)c(F)cc3OC)C2C)c1. Starting materials: CC(=O)O[BH-](OC(C)=O)OC(C)=O, CC(=O)O, C1CCOC1, CN, ClCCCl, COc1cc(F)c(C(C)C)cc1-c1ccc(C(F)(F)F)cc1CN1C(=O)OC(c2cccc(C=O)c2)C1C, [Na+]. RXN SMILES: [C:41]([O:42][BH-:43]([O:44][C:45](=[O:46])[CH3:47])[O:48][C:49](=[O:50])[CH3:51])(=[O:52])[CH3:53].[C:55]([OH:56])(=[O:57])[CH3:58].[CH2:63]1[O:64][CH2:65][CH2:66][CH2:67]1.[CH3:39][NH2:40].[Cl:59][CH2:60][CH2:61][Cl:62].[F:1][c:2]1[cH:3][c:4]([O:37][CH3:38])[c:5](-[c:11]2[c:12]([CH2:21][N:22]3[C:23](=[O:36])[O:24][CH:25]([c:28]4[cH:29][c:30]([CH:31]=[O:32])[cH:33][cH:34][cH:35]4)[CH:26]3[CH3:27])[cH:13][c:14]([C:17]([F:18])([F:19])[F:20])[cH:15][cH:16]2)[cH:6][c:7]1[CH:8]([CH3:9])[CH3:10].[Na+:54]>>[F:1][c:2]1[cH:3][c:4]([O:37][CH3:38])[c:5](-[c:11]2[c:12]([CH2:21][N:22]3[C:23](=[O:36])[O:24][CH:25]([c:28]4[cH:29][c:30]([CH2:31][NH:40][CH3:39])[cH:33][cH:34][cH:35]4)[CH:26]3[CH3:27])[cH:13][c:14]([C:17]([F:18])([F:19])[F:20])[cH:15][cH:16]2)[cH:6][c:7]1[CH:8]([CH3:9])[CH3:10]. Reactants: [BH4-], CCCCCCCCCCCC(CC(=O)C(CCCCCC)C(=O)OC)OC1CCCCO1, C1CCOC1, CO, [Na+]. Yields the product CCCCCCCCCCCC(CC(O)C(CCCCCC)C(=O)OC)OC1CCCCO1. RXN SMILES: [BH4-:36].[CH2:1]([CH2:2][CH2:3][CH2:4][CH2:5][CH3:6])[CH:7]([C:8](=[O:9])[O:10][CH3:11])[C:12]([CH2:13][CH:14]([CH2:15][CH2:16][CH2:17][CH2:18][CH2:19][CH2:20][CH2:21][CH2:22][CH2:23][CH2:24][CH3:25])[O:26][CH:27]1[O:28][CH2:29][CH2:30][CH2:31][CH2:32]1)=[O:33].[CH2:38]1[O:39][CH2:40][CH2:41][CH2:42]1.[CH3:34][OH:35].[Na+:37]>>[CH2:1]([CH2:2][CH2:3][CH2:4][CH2:5][CH3:6])[CH:7]([C:8](=[O:9])[O:10][CH3:11])[CH:12]([CH2:13][CH:14]([CH2:15][CH2:16][CH2:17][CH2:18][CH2:19][CH2:20][CH2:21][CH2:22][CH2:23][CH2:24][CH3:25])[O:26][CH:27]1[O:28][CH2:29][CH2:30][CH2:31][CH2:32]1)[OH:33]. Starting materials: ClC1=CC=C(C=C1)N[C@@H](C(C)C)C(=O)O (N-(4-chlorophenyl)valine), C(=O)(Cl)Cl (phosgene), C(=O)(Cl)Cl (phosgene), C(=O)(Cl)Cl (phosgene). Solvent: O1CCOCC1 (1,4-dioxane). Reaction conditions: time 45 hour. The product is ClC1=CC=C(C=C1)N1C(OC(C1C(C)C)=O)=O (3-(4-chlorophenyl)-4-isopropyloxazolidine-2,5-dione). As a reaction SMILES: [Cl:1][C:2]1[CH:7]=[CH:6][C:5]([NH:8][C@H:9]([C:13]([OH:15])=[O:14])[CH:10]([CH3:12])[CH3:11])=[CH:4][CH:3]=1.[C:16](Cl)(Cl)=[O:17]>O1CCOCC1>[Cl:1][C:2]1[CH:3]=[CH:4][C:5]([N:8]2[CH:9]([CH:10]([CH3:12])[CH3:11])[C:13](=[O:15])[O:14][C:16]2=[O:17])=[CH:6][CH:7]=1. Reported procedure: To 4.9 g of N-(4-chlorophenyl)valine (0.0215 mole) in 50 ml of 1,4-dioxane is slowly passed a stream of phosgene gas as the solution is stirred. Cooling is applied to keep the solution at RT. When the solution is saturated with phosgene, the phosgene is shut off and the mixture is allowed to stir under nitrogen at RT. After 45 hr, about two-thirds of the dioxane is removed by distilling at aspirator pressure. The residue is diluted with hexane, then allowed to crystallize overnight at RT. The so... The reactants are C(C)(C)O (isopropanol), C[C@@H]1NC(C=2N(C=3C=C(C=CC3C2)C(=O)O)[C@@H]1C)=O (Racemic cis-3,4-dimethyl-1-oxo-1,2,3,4-tetrahydropyrazino[1,2-a]indole-7-carboxylic acid), C[C@@H]1NC(C=2N(C=3C=C(C=CC3C2)C(=O)O)[C@@H]1C)=O (Racemic cis-3,4-dimethyl-1-oxo-1,2,3,4-tetrahydropyrazino[1,2-a]indole-7-carboxylic acid). Solvent: CCCCCCC (heptane). Yields the product C[C@@H]1NC(C=2N(C=3C=C(C=CC3C2)C(=O)OCC)[C@@H]1C)=O (ethyl (3S,4R)-3,4-dimethyl-1-oxo-1,2,3,4-tetrahydropyrazino[1,2-a]indole-7-carboxylate), C[C@H]1NC(C=2N(C=3C=C(C=CC3C2)C(=O)OCC)[C@H]1C)=O (ethyl (3R,4S)-3,4-dimethyl-1-oxo-1,2,3,4-tetrahydropyrazino[1,2-a]indole-7-carboxylate). Yield: 45.0%. Reaction SMILES: [CH3:1][C@H:2]1[C@@H:17]([CH3:18])[N:6]2[C:7]3[CH:8]=[C:9]([C:14]([OH:16])=[O:15])[CH:10]=[CH:11][C:12]=3[CH:13]=[C:5]2[C:4](=[O:19])[NH:3]1.[CH:20](O)(C)[CH3:21]>CCCCCCC>[CH3:1][C@H:2]1[C@@H:17]([CH3:18])[N:6]2[C:7]3[CH:8]=[C:9]([C:14]([O:16][CH2:20][CH3:21])=[O:15])[CH:10]=[CH:11][C:12]=3[CH:13]=[C:5]2[C:4](=[O:19])[NH:3]1.[CH3:1][C@@H:2]1[C@H:17]([CH3:18])[N:6]2[C:7]3[CH:8]=[C:9]([C:14]([O:16][CH2:20][CH3:21])=[O:15])[CH:10]=[CH:11][C:12]=3[CH:13]=[C:5]2[C:4](=[O:19])[NH:3]1. Procedure: Racemic cis-3,4-dimethyl-1-oxo-1,2,3,4-tetrahydropyrazino[1,2-a]indole-7-carboxylic acid (Intermediate F, 1.9 g, 6.7 mmol) is separated on a preparative chiral column (Chiralpak AD, 5 cm×50 cm, 20 u, Chiral Technologies, West Chester, Pa.) using Gilson preparative HPLC (Mobile Phase: 12% isopropanol in heptane; Flow rate: 100 mL/min) to afford ethyl (3S,4R)-3,4-dimethyl-1-oxo-1,2,3,4-tetrahydropyrazino[1,2-a]indole-7-carboxylate (870 mg, 46%) and ethyl (3R,4S)-3,4-dimethyl-1-oxo-1,2,3,4-tetrahyd...